This data is from the Open Reaction Database (ORD), a public repository of structured organic reaction records. The task is: describe an organic reaction: reactants, conditions, products, and yield The reactants are C(C)(=O)OC=1C(=CC2=C(CC(O2)(C)CI)C1C(C)(C)C)C(C)(C)C (5-acetoxy-4,6-di-t-butyl-2-iodomethyl-2-methyl-2,3-dihydrobenzofuran), [C-]#N.[K+] (potassium cyanide), O (water). Solvent: CS(=O)C (dimethyl sulfoxide). Conditions: temperature 140 celsius, time 8 hour. The product is C(C)(C)(C)C1=C(C(=CC2=C1CC(O2)(C)CC#N)C(C)(C)C)O (4,6-di-t-butyl-2-cyanomethyl-5-hydroxy-2-methyl-2,3-dihydrobenzofuran). The yield is 13.0%. Reaction SMILES: C([O:4][C:5]1[C:6]([C:21]([CH3:24])([CH3:23])[CH3:22])=[CH:7][C:8]2O[C:11]([CH2:14]I)([CH3:13])[CH2:10][C:9]=2[C:16]=1[C:17]([CH3:20])([CH3:19])[CH3:18])(=O)C.[C-:25]#[N:26].[K+].[OH2:28]>CS(C)=O>[C:17]([C:16]1[C:9]2[CH2:10][C:11]([CH2:13][C:25]#[N:26])([CH3:14])[O:28][C:8]=2[CH:7]=[C:6]([C:21]([CH3:22])([CH3:24])[CH3:23])[C:5]=1[OH:4])([CH3:19])([CH3:20])[CH3:18] |f:1.2|. Procedure: In 5 ml of dimethyl sulfoxide were dissolved 1.00 g of 5-acetoxy-4,6-di-t-butyl-2-iodomethyl-2-methyl-2,3-dihydrobenzofuran synthesized in Example 70-2) and 0.36 g of potassium cyanide and the mixture was heated with stirring at 140° C. under nitrogen overnight. After cooling to room temperature, the reaction solution was poured into water and extracted with ether, and the combined organic layers were washed with saturated brine, dried over anhydrous magnesium sulfate, and then concentrated. The... The reactants are O=C([O-])[O-], CC(C)CC(C(=O)Nc1ccn(CC2COC(C)(C)O2)n1)n1ncc(I)cc1=O, CN(C)C=O, Oc1cccc(C(F)(F)F)c1Cl, [Cs+], [Cs+]. Product: CC(C)CC(C(=O)Nc1ccn(CC2COC(C)(C)O2)n1)n1ncc(Oc2cccc(C(F)(F)F)c2Cl)cc1=O. Reaction SMILES: [C:42](=[O:43])([O-:44])[O-:45].[CH3:1][C:2]1([CH3:29])[O:3][CH2:4][CH:5]([CH2:7][n:8]2[n:9][c:10]([NH:13][C:14]([CH:15]([CH2:16][CH:17]([CH3:18])[CH3:19])[n:20]3[n:21][cH:22][c:23]([I:27])[cH:24][c:25]3=[O:26])=[O:28])[cH:11][cH:12]2)[O:6]1.[CH3:48][N:49]([CH3:50])[CH:51]=[O:52].[Cl:30][c:31]1[c:32]([OH:41])[cH:33][cH:34][cH:35][c:36]1[C:37]([F:38])([F:39])[F:40].[Cs+:46].[Cs+:47]>>[CH3:1][C:2]1([CH3:29])[O:3][CH2:4][CH:5]([CH2:7][n:8]2[n:9][c:10]([NH:13][C:14]([CH:15]([CH2:16][CH:17]([CH3:18])[CH3:19])[n:20]3[n:21][cH:22][c:23]([O:41][c:32]4[c:31]([Cl:30])[c:36]([C:37]([F:38])([F:39])[F:40])[cH:35][cH:34][cH:33]4)[cH:24][c:25]3=[O:26])=[O:28])[cH:11][cH:12]2)[O:6]1. The reactants are C(C)OC(=O)C1=CN(CCC2=C1NC=1C=C(C=CC21)C2=CC(=CC=C2)OC)C(C2=CC=C(C=C2)F)=O (3-(4-fluorobenzoyl)-8-(3-methoxyphenyl)-1,2,3,6-tetrahydroazepino[4,5-b]indole-5-carboxylic acid ethyl ester), C(=O)([O-])[O-].[Na+].[Na+] (Na2CO3). Solvent: C(Cl)Cl (DCM), CCO (EtOH). Run at temperature 93 celsius. Yields the product C(C)OC(=O)C1=CNCCC2=C1NC=1C=C(C=CC21)C2=CC(=CC=C2)OC (8-(3-Methoxyphenyl)-1,2,3,6-Tetrahydroazepino[4,5-b]Indole-5-Carboxylic Acid Ethyl Ester). The yield is 91.1%. As a reaction SMILES: [CH2:1]([O:3][C:4]([C:6]1[C:12]2[NH:13][C:14]3[CH:15]=[C:16]([C:20]4[CH:25]=[CH:24][CH:23]=[C:22]([O:26][CH3:27])[CH:21]=4)[CH:17]=[CH:18][C:19]=3[C:11]=2[CH2:10][CH2:9][N:8](C(=O)C2C=CC(F)=CC=2)[CH:7]=1)=[O:5])[CH3:2].C([O-])([O-])=O.[Na+].[Na+]>CCO.C(Cl)Cl>[CH2:1]([O:3][C:4]([C:6]1[C:12]2[NH:13][C:14]3[CH:15]=[C:16]([C:20]4[CH:25]=[CH:24][CH:23]=[C:22]([O:26][CH3:27])[CH:21]=4)[CH:17]=[CH:18][C:19]=3[C:11]=2[CH2:10][CH2:9][NH:8][CH:7]=1)=[O:5])[CH3:2] |f:1.2.3|. Procedure: To a stirred solution of 3-(4-fluorobenzoyl)-8-(3-methoxyphenyl)-1,2,3,6-tetrahydroazepino[4,5-b]indole-5-carboxylic acid ethyl ester (48 mg, 0.10 mmol) in 2 mL of EtOH was added 0.30 mL of 1M Na2CO3 solution at ambient temperature. The reaction mixture was heated at 93° C. reflux under N2 for 3.5 hours and samples monitored by LC-MS. The solution was diluted with DCM (10 mL), washed with brine. The aqueous phase was extracted with DCM (10 mL) twice. The combined organic phase was dried over Na2... Run in C(Cl)Cl (DCM). Procedure details: A solution of 25 μL acetic anhydride and 0.5 mL formic acid in 1 mL DCM was stirred for 2 h at RT (formation of the mixed anhydride). Then 38 mg (0.06 mmol) (R)-1-(4-hydroxy-3,5-dimethyl-benzyl)-2-oxo-2-[4-(tetrahydropyran-4-yl)-piperazin-1-yl]-ethyl 4-(2-oxo-1,2,4,5-tetrahydro-1,3-benzodiazepin-3-yl)-piperidine-1-carboxylate was added (Example 7i) and the reaction mixture was stirred overnight at RT. The reaction solution was evaporated down and the residue was again added to a solution of the ... RXN SMILES: [C:1](OC(=O)C)(=[O:3])C.C(O)=O.[O:11]=[C:12]1[N:18]([CH:19]2[CH2:24][CH2:23][N:22]([C:25]([O:27][C@H:28]([CH2:43][C:44]3[CH:49]=[C:48]([CH3:50])[C:47]([OH:51])=[C:46]([CH3:52])[CH:45]=3)[C:29](=[O:42])[N:30]3[CH2:35][CH2:34][N:33]([CH:36]4[CH2:41][CH2:40][O:39][CH2:38][CH2:37]4)[CH2:32][CH2:31]3)=[O:26])[CH2:21][CH2:20]2)[CH2:17][CH2:16][C:15]2[CH:53]=[CH:54][CH:55]=[CH:56][C:14]=2[NH:13]1>C(Cl)Cl>[O:11]=[C:12]1[N:18]([CH:19]2[CH2:24][CH2:23][N:22]([C:25]([O:27][C@H:28]([CH2:43][C:44]3[CH:49]=[C:48]([CH3:50])[C:47]([O:51][CH:1]=[O:3])=[C:46]([CH3:52])[CH:45]=3)[C:29](=[O:42])[N:30]3[CH2:31][CH2:32][N:33]([CH:36]4[CH2:41][CH2:40][O:39][CH2:38][CH2:37]4)[CH2:34][CH2:35]3)=[O:26])[CH2:21][CH2:20]2)[CH2:17][CH2:16][C:15]2[CH:53]=[CH:54][CH:55]=[CH:56][C:14]=2[NH:13]1. Product: O=C1NC2=C(CCN1C1CCN(CC1)C(=O)O[C@@H](C(N1CCN(CC1)C1CCOCC1)=O)CC1=CC(=C(C(=C1)C)OC=O)C)C=CC=C2 ((R)-1-(4-formyloxy-3,5-dimethyl-benzyl)-2-oxo-2-[4-(tetrahydropyran-4-yl)-piperazin-1-yl]-ethyl 4-(2-oxo-1,2,4,5-tetrahydro-1,3-benzodiazepin-3-yl)-piperidine-1-carboxylate). Reaction conditions: time 8 hour. The reactants are O=C1NC2=C(CCN1C1CCN(CC1)C(=O)O[C@@H](C(N1CCN(CC1)C1CCOCC1)=O)CC1=CC(=C(C(=C1)C)O)C)C=CC=C2 ((R)-1-(4-hydroxy-3,5-dimethyl-benzyl)-2-oxo-2-[4-(tetrahydropyran-4-yl)-piperazin-1-yl]-ethyl 4-(2-oxo-1,2,4,5-tetrahydro-1,3-benzodiazepin-3-yl)-piperidine-1-carboxylate), C(C)(=O)OC(C)=O (acetic anhydride), C(=O)O (formic acid), anhydride. The reactants are Cc1ccc(C)cc1, O=[N+]([O-])c1cccc(S(=O)(=O)Nc2nc3ccccc3nc2Cl)c1, Nc1cc(Cl)nc(Cl)c1, ClCCl. Product: O=[N+]([O-])c1cccc(S(=O)(=O)Nc2nc3ccccc3nc2Nc2cc(Cl)nc(Cl)c2)c1. RXN SMILES: [CH3:34][c:35]1[cH:36][cH:37][c:38]([CH3:39])[cH:40][cH:41]1.[Cl:1][c:2]1[c:3]([NH:12][S:13](=[O:14])(=[O:15])[c:16]2[cH:17][c:18]([N+:22](=[O:23])[O-:24])[cH:19][cH:20][cH:21]2)[n:4][c:5]2[cH:6][cH:7][cH:8][cH:9][c:10]2[n:11]1.[Cl:25][c:26]1[n:27][c:28]([Cl:33])[cH:29][c:30]([NH2:32])[cH:31]1.[Cl:42][CH2:43][Cl:44]>>[c:2]1([NH:32][c:30]2[cH:29][c:28]([Cl:33])[n:27][c:26]([Cl:25])[cH:31]2)[c:3]([NH:12][S:13](=[O:14])(=[O:15])[c:16]2[cH:17][c:18]([N+:22](=[O:23])[O-:24])[cH:19][cH:20][cH:21]2)[n:4][c:5]2[cH:6][cH:7][cH:8][cH:9][c:10]2[n:11]1. Starting materials: COc1c(C)c(C(=O)O)nc(C(=O)O)c1C, CO, [Na+], [OH-], O. Yields the product COc1cc(C(=O)O)nc(C(=O)O)c1C. Reaction SMILES: [CH3:1][c:2]1[c:3]([O:15][CH3:16])[c:4]([CH3:14])[c:5]([C:11](=[O:12])[OH:13])[n:6][c:7]1[C:8](=[O:9])[OH:10].[CH3:20][OH:21].[Na+:18].[OH-:17].[OH2:19]>>[cH:2]1[c:3]([O:15][CH3:16])[c:4]([CH3:14])[c:5]([C:11](=[O:12])[OH:13])[n:6][c:7]1[C:8](=[O:9])[OH:10].